From a dataset of the Open Reaction Database (ORD), a public repository of structured organic reaction records. describe an organic reaction: reactants, conditions, products, and yield Reactants: OCCCCCCCBr, [N-]=[N+]=[N-], [Na+], CN(C)C=O. Product: [N-]=[N+]=NCCCCCCCO. As a reaction SMILES: [Br:5][CH2:6][CH2:7][CH2:8][CH2:9][CH2:10][CH2:11][CH2:12][OH:13].[N-:1]=[N+:2]=[N-:3].[Na+:4].[O:14]=[CH:15][N:16]([CH3:17])[CH3:18]>>[N:1](=[N+:2]=[N-:3])[CH2:6][CH2:7][CH2:8][CH2:9][CH2:10][CH2:11][CH2:12][OH:13]. Reactants: ice, CS(=O)(=O)Cl (methanesulfonyl chloride), NC1=CC(=C(C#N)C=C1F)F (4-amino-2,5-difluorobenzonitrile), C(CCC)[Li] (n-butyl lithium). Run in O1CCCC1 (tetrahydrofuran). Yields the product FC1=C(C=C(C(=C1)C#N)F)NS(=O)(=O)C (2,5-difluoro-4-cyano-1-methanesulfonylaminobenzene). The yield is 79.6%. As a reaction SMILES: [NH2:1][C:2]1[C:9]([F:10])=[CH:8][C:5]([C:6]#[N:7])=[C:4]([F:11])[CH:3]=1.C([Li])CCC.[CH3:17][S:18](Cl)(=[O:20])=[O:19]>O1CCCC1>[F:10][C:9]1[CH:8]=[C:5]([C:6]#[N:7])[C:4]([F:11])=[CH:3][C:2]=1[NH:1][S:18]([CH3:17])(=[O:20])=[O:19]. Reported procedure: To an ice-cold solution of 4-amino-2,5-difluorobenzonitrile (1.0 g) in anhydrous tetrahydrofuran (50 ml) was slowly added n-butyl lithium (2.6 ml) through an injector with stirring, followed by stirring 30 minutes. To the mixture was slowly added methanesulfonyl chloride (550 μl), followed by stirring at room temperature for 24 hours. After confirming the completion of the reaction using TLC, the resulting mixture was concentrated under reduced pressure, diluted with 1 N aqueous hydrochloric aci... Reactants: C(=O)(OC(C)(C)C)N1CCN(CC1)C1=C2C=CNC2=CC=C1 (4-(4-boc-piperazinyl)-indole), ClC=1C=CC2=C(C(=C(S2)S(=O)(=O)Cl)C)C1 ((5-chloro-3-methyl-1-benzothien-2-yl)sulfonyl chloride). The product is Cl.ClC=1C=CC2=C(C(=C(S2)S(=O)(=O)N2C=CC3=C(C=CC=C23)N2CCNCC2)C)C1 (1-[(5-chloro-3-methyl-1-benzothien-2-yl)sulfonyl]-4-(1-piperazinyl)-1H-indole hydrochloride), hydrochloride salt. Yield: 45.0%. RXN SMILES: C([N:8]1[CH2:13][CH2:12][N:11]([C:14]2[CH:22]=[CH:21][CH:20]=[C:19]3[C:15]=2[CH:16]=[CH:17][NH:18]3)[CH2:10][CH2:9]1)(OC(C)(C)C)=O.[Cl:23][C:24]1[CH:25]=[CH:26][C:27]2[S:31][C:30]([S:32](Cl)(=[O:34])=[O:33])=[C:29]([CH3:36])[C:28]=2[CH:37]=1>>[ClH:23].[Cl:23][C:24]1[CH:25]=[CH:26][C:27]2[S:31][C:30]([S:32]([N:18]3[C:19]4[C:15](=[C:14]([N:11]5[CH2:10][CH2:9][NH:8][CH2:13][CH2:12]5)[CH:22]=[CH:21][CH:20]=4)[CH:16]=[CH:17]3)(=[O:34])=[O:33])=[C:29]([CH3:36])[C:28]=2[CH:37]=1 |f:2.3|. Reported procedure: The title compound was prepared 4-(4-boc-piperazinyl)-indole and 1-[(5-chloro-3-methyl-1-benzothien-2-yl)sulfonyl chloride according to Method 4 to afford the hydrochloride salt (yield 45%), HPLC purity >95%; 1H NMR (DMSO-d6) δ 2.65 (s, 3H), 3.26 (bs, 8H), 6.82 (app d, 1H), 7.00 (appd, 1H), 7.28 (app t, 1H), 7.60 (app dd, 2H), 7.87 (app d, 1H), 8.08–8.12 (m, 2H); 13C NMR (DMSO-d6) δ 145.05, 139.82, 139.35, 137.46, 135.14, 133.31, 130.96, 128.70 (2C), 125.62, 124.89, 124.12, 123.52, 111.42, 107.9... Product: solution, CC(=C)C.CC(=C)C=C (poly(isobutylene-co-isoprene)). The solvent is C(Cl)(Cl)(Cl)Cl (CCl4). The yield is 3.5%. Procedure details: A 3.5% solution of 10 g of poly(isobutylene-co-isoprene) was prepared in 96.5% of a 1:1 mixture of trimethylpentane and CCl4. The solution was purged with N2 and with the temperature adjusted to 75° C., 0.2 g of benzoyl peroxide was added and the solution stirred for 1 hour. After this period 1.0 g of methylmethacrylate was added and the system was stirred for 16 hours under a N2 atmosphere. At the end of 16 hours, 0.3 g of benzoyl peroxide or azobisisobutyronitrile was added and 40 g of methyl ... Conditions: time 1 hour. Reactants: CC(CCCC)(C)C (trimethylpentane). As a reaction SMILES: [CH3:1][C:2](C)([CH3:7])[CH2:3][CH2:4]CC>C(Cl)(Cl)(Cl)Cl>[CH3:3][C:2]([CH3:7])=[CH2:1].[CH3:7][C:2]([CH:3]=[CH2:4])=[CH2:1] |f:2.3|. Starting materials: Cl (HCl), COC=1C=C(C=CC1OC)C(CCO)N1C(C=2C(C1=O)=CC=CC2)=O (3-(3',4'-dimethoxyphenyl)-3-phthalimido-1-propanol), CI (methyl iodide), [H-].[Na+] (NaH). The reagents and catalysts are [NH4+].[Cl-] (NH4Cl). Run in C1CCOC1 (THF). Reaction conditions: time 45 minute. The product is COC=1C=C(C=CC1OC)C(CCOC)N1C(C=2C(C1=O)=CC=CC2)=O (3-(3',4'-dimethoxyphenyl)-1-methoxy-3-phthalimidopropane). The yield is 71.0%. As a reaction SMILES: [CH3:1][O:2][C:3]1[CH:4]=[C:5]([CH:11]([N:15]2[C:19](=[O:20])[C:18]3=[CH:21][CH:22]=[CH:23][CH:24]=[C:17]3[C:16]2=[O:25])[CH2:12][CH2:13][OH:14])[CH:6]=[CH:7][C:8]=1[O:9][CH3:10].[CH3:26]I.[H-].[Na+].Cl>C1COCC1.[NH4+].[Cl-]>[CH3:1][O:2][C:3]1[CH:4]=[C:5]([CH:11]([N:15]2[C:16](=[O:25])[C:17]3=[CH:24][CH:23]=[CH:22][CH:21]=[C:18]3[C:19]2=[O:20])[CH2:12][CH2:13][O:14][CH3:26])[CH:6]=[CH:7][C:8]=1[O:9][CH3:10] |f:2.3,6.7|. Procedure: To a solution of 3-(3',4'-dimethoxyphenyl)-3-phthalimido-1-propanol (1.02 grams, 2.99 mmol) and methyl iodide (0.37 mL, 5.94 mmol) in THF (10 mL) at room temperature, was added NaH (358 mg, 60%, 8.95 mmol). The mixture was stirred at room temperature for 45 minutes, and then was refluxed for 2 h. To the cooled mixture was added a few drops of NH4Cl, then HCl (1N, 25 mL). The organic layer was separated. The aqueous layer was extracted with ethyl acetate (3×25 mL). The combined organic layers wer... Reactants: OC1=CC=NN1C1=NC=CC(=C1)C#N (2-(5-hydroxy-1H-pyrazol-1-yl)pyridine-4-carbonitrile), FC=1C=C(C=CC1F)CO ((3,4-difluorophenyl)methanol). The product is FC=1C=C(COC2=CC=NN2C2=NC=CC(=C2)C#N)C=CC1F (2-{5-[(3,4-difluorobenzyl)oxy]-1H-pyrazol-1-yl}pyridine-4-carbonitrile). Reaction SMILES: [OH:1][C:2]1[N:6]([C:7]2[CH:12]=[C:11]([C:13]#[N:14])[CH:10]=[CH:9][N:8]=2)[N:5]=[CH:4][CH:3]=1.[F:15][C:16]1[CH:17]=[C:18]([CH2:23]O)[CH:19]=[CH:20][C:21]=1[F:22]>>[F:15][C:16]1[CH:17]=[C:18]([CH:19]=[CH:20][C:21]=1[F:22])[CH2:23][O:1][C:2]1[N:6]([C:7]2[CH:12]=[C:11]([C:13]#[N:14])[CH:10]=[CH:9][N:8]=2)[N:5]=[CH:4][CH:3]=1. Procedure: The title compound was prepared from 2-(5-hydroxy-1H-pyrazol-1-yl)pyridine-4-carbonitrile and (3,4-difluorophenyl)methanol according to the procedure for the preparation of Example 39, part C. 1H NMR (400 MHz, CDCl3): δ 5.19 (2H, s), 5.73 (1H, d, J=2.0 Hz), 7.16-7.34 (3H, m), 7.41-7.42 (1H, m), 7.57 (1H, s, J=2.0 Hz), 8.04 (1H, s), 8.70 (1H, s, J=4.4 Hz). [M+H] Calc'd for C16H10F2N4O, 313. Found, 313. Starting materials: COCCBr, O=C([O-])[O-], CN(C)C=O, Oc1ccc(F)cc1Cl, [K+], [K+], O. The product is COCCOc1ccc(F)cc1Cl. Reaction SMILES: [Br:10][CH2:11][CH2:12][O:13][CH3:14].[C:15](=[O:16])([O-:17])[O-:18].[CH3:22][N:23]([CH3:24])[CH:25]=[O:26].[Cl:1][c:2]1[c:3]([OH:9])[cH:4][cH:5][c:6]([F:8])[cH:7]1.[K+:19].[K+:20].[OH2:21]>>[Cl:1][c:2]1[c:3]([O:9][CH2:11][CH2:12][O:13][CH3:14])[cH:4][cH:5][c:6]([F:8])[cH:7]1. Starting materials: C(C)OC(=O)C1=CN(C(C=C1NC1=C(C=C(C=C1)C#C)F)=O)C (4-(4-Ethynyl-2-fluoro-phenylamino)-1-methyl-6-oxo-1,6-dihydro-pyridine-3-carboxylic acid ethyl ester), [OH-].[Na+] (NaOH). Run in CCO (EtOH). Reaction conditions: temperature 70 celsius, time 1 hour. Yields the product C(#C)C1=CC(=C(C=C1)NC=1C(=CN(C(C1)=O)C)C(=O)O)F (4-(4-Ethynyl-2-fluoro-phenylamino)-1-methyl-6-oxo-1,6-dihydro-pyridine-3-carboxylic acid). Yield: 91.8%. RXN SMILES: C([O:3][C:4]([C:6]1[C:11]([NH:12][C:13]2[CH:18]=[CH:17][C:16]([C:19]#[CH:20])=[CH:15][C:14]=2[F:21])=[CH:10][C:9](=[O:22])[N:8]([CH3:23])[CH:7]=1)=[O:5])C.[OH-].[Na+]>CCO>[C:19]([C:16]1[CH:17]=[CH:18][C:13]([NH:12][C:11]2[C:6]([C:4]([OH:5])=[O:3])=[CH:7][N:8]([CH3:23])[C:9](=[O:22])[CH:10]=2)=[C:14]([F:21])[CH:15]=1)#[CH:20] |f:1.2|. Procedure details: 4-(4-Ethynyl-2-fluoro-phenylamino)-1-methyl-6-oxo-1,6-dihydro-pyridine-3-carboxylic acid ethyl ester (0.67 mg, 2.13 mmol) was suspended in EtOH (20 mL), to which was added NaOH (0.26 g, 6.40 mmol). This mixture was stirred at 70° C. for 1 hour. The solvent was removed under reduced pressure. The residue was acidified with 1N HCl then the resulting precipitate was filtered and washed with water. The tan solid was dried under high vacuum pump to afford 4-(4-Ethynyl-2-fluoro-phenylamino)-1-methyl-6... The product is O=C(O)C1CSCN1C(=O)CCc1ccccc1. Reaction SMILES: [Na+:10].[OH-:9].[S:1]1[CH2:2][NH:3][CH:4]([C:6](=[O:7])[OH:8])[CH2:5]1.[c:11]1([CH2:17][CH2:18][C:19](=[O:20])[Cl:21])[cH:12][cH:13][cH:14][cH:15][cH:16]1>>[S:1]1[CH2:2][N:3]([C:19]([CH2:18][CH2:17][c:11]2[cH:12][cH:13][cH:14][cH:15][cH:16]2)=[O:20])[CH:4]([C:6](=[O:7])[OH:8])[CH2:5]1. The reactants are [Na+], [OH-], O=C(O)C1CSCN1, O=C(Cl)CCc1ccccc1.